From a dataset of the Open Reaction Database (ORD), a public repository of structured organic reaction records. describe an organic reaction: reactants, conditions, products, and yield Starting materials: [Al+3], COc1ccc(CC(=O)Cl)cc1, COc1cc(Cl)cc(OC)c1, [Cl-], [Cl-], [Cl-], [Cl-], [Cl-], ClCCCl, [Zn+2]. Product: COc1ccc(CC(=O)c2c(Cl)cc(OC)cc2OC)cc1. RXN SMILES: [Al+3:2].[CH3:16][O:17][c:18]1[cH:19][cH:20][c:21]([CH2:24][C:25](=[O:26])[Cl:27])[cH:22][cH:23]1.[CH3:5][O:6][c:7]1[cH:8][c:9]([O:14][CH3:15])[cH:10][c:11]([Cl:13])[cH:12]1.[Cl-:1].[Cl-:32].[Cl-:34].[Cl-:3].[Cl-:4].[Cl:28][CH2:29][CH2:30][Cl:31].[Zn+2:33]>>[CH3:5][O:6][c:7]1[cH:8][c:9]([O:14][CH3:15])[c:10]([C:25]([CH2:24][c:21]2[cH:20][cH:19][c:18]([O:17][CH3:16])[cH:23][cH:22]2)=[O:26])[c:11]([Cl:13])[cH:12]1. Yield: 75.0%. The reactants are OCCCNC(OC(C)(C)C)=O (tert-Butyl 3-hydroxypropylcarbamate), S1C(=CC=C1)CC(=O)O (thiolacetic acid), C1(=CC=CC=C1)P(C1=CC=CC=C1)C1=CC=CC=C1 (triphenylphosphine), CC(C)OC(=O)/N=N/C(=O)OC(C)C (DIAD). Reaction SMILES: O[CH2:2][CH2:3][CH2:4][NH:5][C:6](=[O:12])[O:7][C:8]([CH3:11])([CH3:10])[CH3:9].[S:13]1C=CC=C1CC(O)=O.C1(P(C2C=CC=CC=2)C2C=CC=CC=2)C=CC=CC=1.[CH3:41][CH:42]([O:44]C(/N=N/C(OC(C)C)=O)=O)C>C(Cl)Cl>[C:42](=[O:44])([S:13][CH2:2][CH2:3][CH2:4][NH:5][C:6]([O:7][C:8]([CH3:11])([CH3:10])[CH3:9])=[O:12])[CH3:41]. Yields the product C(C)(SCCCNC(=O)OC(C)(C)C)=O (S-3-(tert-butoxycarbonylamino)propyl ethanethioate). Procedure details: tert-Butyl 3-hydroxypropylcarbamate (3.22 g, 18.37 mmol) in 100 ml of DCM at 0° C. was added thiolacetic acid (2.0 ml, 26.73 mmol) and triphenylphosphine (7.0 g, 26.73 mmol) under Ar. After stirred at 0° C. for 15 min, DIAD (6.0 ml, 28.93) was added. The mixture was stirred at 0° C. for 2 h then RT overnight. The mixture was concentrated, diluted with 120 ml of EtAc/Hexane (1:2), filtered through celite. The solution was washed with NaHCO3 (conc.)/NaCl (conc.) and 1 M NaH2PO4 respectively, dried... Run at temperature 0 celsius, time 15 minute. Solvent: C(Cl)Cl (DCM). Starting materials: CC1(N)CC1, CCO, c1cc2nnnn2cc1C1CO1. Yields the product CC1(NCC(O)c2ccc3nnnn3c2)CC1. RXN SMILES: [CH3:13][C:14]1([NH2:17])[CH2:15][CH2:16]1.[CH3:18][CH2:19][OH:20].[n:1]1[n:2][n:3][n:4]2[c:5]1[cH:6][cH:7][c:8]([CH:10]1[O:11][CH2:12]1)[cH:9]2>>[n:1]1[n:2][n:3][n:4]2[c:5]1[cH:6][cH:7][c:8]([CH:10]([OH:11])[CH2:12][NH:17][C:14]1([CH3:13])[CH2:15][CH2:16]1)[cH:9]2. Starting materials: FC1=CC=C(C=C1)C(C(CC(C(C)C)=O)C1=CC=CC=C1)=O (1-(4-fluorophenyl)-5-methyl-2-phenyl-1,4-hexanedione), NCC[C@@H]1C[C@@H](OC(O1)(C)C)CC(=O)OC(C)(C)C (t-butyl 2-((4R,6R)-6-(2-aminoethyl)-2,2-dimethyl-1,3-dioxane-4-yl)acetate). The product is FC1=CC=C(C=C1)C=1N(C(=CC1C1=CC=CC=C1)C(C)C)CC[C@@H]1C[C@@H](OC(O1)(C)C)CC(=O)OC(C)(C)C (t-butyl 2-((4R,6R)-6-(2-(2-(4-fluorophenyl)-5-isopropyl-3-phenyl-1H-pyrrol-1-yl)ethyl)-2,2-dimethyl-1,3-dioxan-4-yl)acetate). Reaction SMILES: [F:1][C:2]1[CH:7]=[CH:6][C:5]([C:8](=O)[CH:9]([C:16]2[CH:21]=[CH:20][CH:19]=[CH:18][CH:17]=2)[CH2:10][C:11](=O)[CH:12]([CH3:14])[CH3:13])=[CH:4][CH:3]=1.[NH2:23][CH2:24][CH2:25][C@H:26]1[O:31][C:30]([CH3:33])([CH3:32])[O:29][C@@H:28]([CH2:34][C:35]([O:37][C:38]([CH3:41])([CH3:40])[CH3:39])=[O:36])[CH2:27]1>>[F:1][C:2]1[CH:7]=[CH:6][C:5]([C:8]2[N:23]([CH2:24][CH2:25][C@H:26]3[O:31][C:30]([CH3:33])([CH3:32])[O:29][C@@H:28]([CH2:34][C:35]([O:37][C:38]([CH3:41])([CH3:40])[CH3:39])=[O:36])[CH2:27]3)[C:11]([CH:12]([CH3:14])[CH3:13])=[CH:10][C:9]=2[C:16]2[CH:21]=[CH:20][CH:19]=[CH:18][CH:17]=2)=[CH:4][CH:3]=1. Reported procedure: According to the same method as described in Example 4-1, the title compound was synthesized using 1-(4-fluorophenyl)-5-methyl-2-phenyl-1,4-hexanedione and t-butyl 2-((4R,6R)-6-(2-aminoethyl)-2,2-dimethyl-1,3-dioxane-4-yl)acetate. Starting materials: CCOC(=O)Cl, Nc1ccc(C(=O)CCC(=O)O)cc1, C1CCOC1. The product is CCOC(=O)Nc1ccc(C(=O)CCC(=O)O)cc1. RXN SMILES: [Cl:15][C:16](=[O:17])[O:18][CH2:19][CH3:20].[NH2:1][c:2]1[cH:3][cH:4][c:5]([C:6](=[O:7])[CH2:8][CH2:9][C:10](=[O:11])[OH:12])[cH:13][cH:14]1.[O:21]1[CH2:22][CH2:23][CH2:24][CH2:25]1>>[NH:1]([c:2]1[cH:3][cH:4][c:5]([C:6](=[O:7])[CH2:8][CH2:9][C:10](=[O:11])[OH:12])[cH:13][cH:14]1)[C:16](=[O:17])[O:18][CH2:19][CH3:20].